This data is from the Open Reaction Database (ORD), a public repository of structured organic reaction records. The task is: describe an organic reaction: reactants, conditions, products, and yield Starting materials: COC=1C=C2C(=CC=NC2=CC1OC)OC1=CC=C(C=C1)N (6,7-Dimethoxy-4-(4-aminophenoxy)quinoline), COC=1C=C(C(=O)O)C=CC1OC (3,4-dimethoxybenzoic acid), Cl.C(C)N=C=NCCCN(C)C (1-ethyl-3-(3'-dimethylaminopropyl)carbodiimide hydrochloride). Run in CN(C=O)C (N,N-dimethylformamide). Conditions: time 22 hour. Product: COC=1C=C2C(=CC=NC2=CC1OC)OC1=CC=C(C=C1)NC(=O)C1=CC(=C(C=C1)OC)OC (N-{4-[(6,7-Dimethoxy-4-quinolinyl)oxy]phenyl}-(3,4-dimethoxyphenyl)carboxamide). The yield is 8.0%. As a reaction SMILES: [CH3:1][O:2][C:3]1[CH:4]=[C:5]2[C:10](=[CH:11][C:12]=1[O:13][CH3:14])[N:9]=[CH:8][CH:7]=[C:6]2[O:15][C:16]1[CH:21]=[CH:20][C:19]([NH2:22])=[CH:18][CH:17]=1.[CH3:23][O:24][C:25]1[CH:26]=[C:27]([CH:31]=[CH:32][C:33]=1[O:34][CH3:35])[C:28](O)=[O:29].Cl.C(N=C=NCCCN(C)C)C>CN(C)C=O>[CH3:1][O:2][C:3]1[CH:4]=[C:5]2[C:10](=[CH:11][C:12]=1[O:13][CH3:14])[N:9]=[CH:8][CH:7]=[C:6]2[O:15][C:16]1[CH:17]=[CH:18][C:19]([NH:22][C:28]([C:27]2[CH:31]=[CH:32][C:33]([O:34][CH3:35])=[C:25]([O:24][CH3:23])[CH:26]=2)=[O:29])=[CH:20][CH:21]=1 |f:2.3|. Procedure: 6,7-Dimethoxy-4-(4-aminophenoxy)quinoline (56 mg) and commercially available 3,4-dimethoxybenzoic acid (60 mg) were dissolved in N,N-dimethylformamide (2 ml), 1-ethyl-3-(3'-dimethylaminopropyl)carbodiimide hydrochloride (81 mg) was added, and the admixture was stirred at room temperature for 22 hours. The reaction mixture was partitioned between water and ethyl acetate, and the ethyl acetate layer was washed with brine and then dried with anhydrous sodium sulfate. The solvent was removed by redu... The product is Cc1cc(C#Cc2ccc(CC(=O)O)cc2)ccc1C1(OCC(C)(C)C)CC1. Reactants: COC(=O)Cc1ccc(C#Cc2ccc(C3(OCC(C)(C)C)CC3)c(C)c2)cc1, CCO, [Na+], C1CCOC1, [OH-]. As a reaction SMILES: [CH3:1][C:2]([CH2:3][O:4][C:5]1([c:8]2[c:9]([CH3:27])[cH:10][c:11]([C:14]#[C:15][c:16]3[cH:17][cH:18][c:19]([CH2:22][C:23](=[O:24])[O:25][CH3:26])[cH:20][cH:21]3)[cH:12][cH:13]2)[CH2:6][CH2:7]1)([CH3:28])[CH3:29].[CH3:32][CH2:33][OH:34].[Na+:31].[O:35]1[CH2:36][CH2:37][CH2:38][CH2:39]1.[OH-:30]>>[CH3:1][C:2]([CH2:3][O:4][C:5]1([c:8]2[c:9]([CH3:27])[cH:10][c:11]([C:14]#[C:15][c:16]3[cH:17][cH:18][c:19]([CH2:22][C:23](=[O:24])[OH:25])[cH:20][cH:21]3)[cH:12][cH:13]2)[CH2:6][CH2:7]1)([CH3:28])[CH3:29]. The reactants are ClC1=NN=C(C2=CC=CC(=C12)C1=CC=CC=C1)C=1C=C(C=NC1)N (5-(4-chloro-5-phenylphthalazin-1-yl)pyridin-3-amine), C(C1=CC=CC=C1)N (benzylamine), C(C)(C)(C)NS(=O)(=O)C=1C=NC=C(C1)C1=NN=C(C2=C(C=CC=C12)C1=CC=CC=C1)NCC1=NC=CC=C1 (N-(tert-butyl)-5-(5-phenyl-4-((pyridin-2-ylmethyl)amino)phthalazin-1-yl)pyridine-3-sulfonamide). The product is NC=1C=C(C=NC1)C1=NN=C(C2=C(C=CC=C12)C1=CC=CC=C1)NCC1=CC=CC=C1 (4-(5-Aminopyridin-3-yl)-N-benzyl-8-phenylphthalazin-1-amine). Isolated yield 31.0%. Reaction SMILES: Cl[C:2]1[C:11]2[C:6](=[CH:7][CH:8]=[CH:9][C:10]=2[C:12]2[CH:17]=[CH:16][CH:15]=[CH:14][CH:13]=2)[C:5]([C:18]2[CH:19]=[C:20]([NH2:24])[CH:21]=[N:22][CH:23]=2)=[N:4][N:3]=1.[CH2:25]([NH2:32])[C:26]1[CH:31]=[CH:30][CH:29]=[CH:28][CH:27]=1.C(NS(C1C=NC=C(C2C3C(=C(C4C=CC=CC=4)C=CC=3)C(NCC3C=CC=CN=3)=NN=2)C=1)(=O)=O)(C)(C)C>>[NH2:24][C:20]1[CH:19]=[C:18]([C:5]2[C:6]3[C:11](=[C:10]([C:12]4[CH:17]=[CH:16][CH:15]=[CH:14][CH:13]=4)[CH:9]=[CH:8][CH:7]=3)[C:2]([NH:32][CH2:25][C:26]3[CH:31]=[CH:30][CH:29]=[CH:28][CH:27]=3)=[N:3][N:4]=2)[CH:23]=[N:22][CH:21]=1. Procedure: 4-(5-Aminopyridin-3-yl)-N-benzyl-8-phenylphthalazin-1-amine (0.300 g, 30.9% yield, white solid) was prepared from 5-(4-chloro-5-phenylphthalazin-1-yl)pyridin-3-amine (0.800 g, 2.40 mmol) and benzylamine (10.0 mL, 92.0 mmol) by the methods described for the preparation of N-(tert-butyl)-5-(5-phenyl-4-((pyridin-2-ylmethyl)amino)phthalazin-1-yl)pyridine-3-sulfonamide in Example 1. The residue was purified by combiflash (REDISEP®, silica gel, 12 g, 8% MeOH/CHCl3). The resulting residue was further p... Reactants: BrC=1C=CC2=C(CCO[C@H]2CCO)C1 (2-((1S)-6-bromo-3,4-dihydro-1H-2-benzopyran-1-yl)ethanol), [Cu]C#N (copper(I) cyanide), C(CN)N (ethylenediamine). The reagents and catalysts are [Cu]I (copper(I) iodide). Run in CN(C)C=O (DMF). Run at temperature 140 celsius, time 8 hour. The product is OCC[C@@H]1OCCC2=C1C=CC(=C2)C#N ((1S)-1-(2-Hydroxyethyl)-3,4-dihydro-1H-2-benzopyran-6-carbonitrile). As a reaction SMILES: Br[C:2]1[CH:3]=[CH:4][C:5]2[C@H:10]([CH2:11][CH2:12][OH:13])[O:9][CH2:8][CH2:7][C:6]=2[CH:14]=1.[Cu][C:16]#[N:17].C(N)CN>CN(C=O)C.[Cu]I>[OH:13][CH2:12][CH2:11][C@H:10]1[C:5]2[CH:4]=[CH:3][C:2]([C:16]#[N:17])=[CH:14][C:6]=2[CH2:7][CH2:8][O:9]1. Procedure: A suspension of 2-((1S)-6-bromo-3,4-dihydro-1H-2-benzopyran-1-yl)ethanol (300 g, 1.17 mol), copper(I) cyanide (209 g, 2.34 mol), and copper(I) iodide (33.3 g, 0.18 mol) in dry DMF (1.16 L), under an atmosphere of nitrogen, was heated to 140° C. After 8 h at this temperature, HPLC analysis of an aliquot indicated that the reaction was complete. The reaction mixture was cooled to room temperature and poured into an aqueous solution of ethylenediamine (3 L, v/v 3/1) then extracted into toluene. The... Reactants: N1(C=NC=C1)CC1=C(N=C2N1C=C(C=C2)C)C2=CC=C(C=C2)C (3-((1H-imidazol-1-yl)methyl)-6-methyl-2-p-tolylimidazo[1,2-a]pyridine), Cl.ClCC1=C(N=C2N1C=CC=C2)C2=CC=C(C=C2)Cl (3-(chloromethyl)-2-(4-chlorophenyl)imidazo[1,2-a]pyridine hydrochloride), CC1=NNC(=C1)C(=O)OCC (ethyl 3-methyl-1H-pyrazole-5-carboxylate). Product: ClC1=CC=C(C=C1)C=1N=C2N(C=CC=C2)C1CN1N=C(C=C1C)C(=O)OCC (ethyl 1-((2-(4-chlorophenyl)imidazo[1,2-a]pyridin-3-yl)methyl)-5-methyl-1H-pyrazole-3-carboxylate). Reaction SMILES: N1(CC2N3C=C(C)C=CC3=NC=2C2C=CC(C)=CC=2)C=CN=C1.Cl.Cl[CH2:26][C:27]1[N:31]2[CH:32]=[CH:33][CH:34]=[CH:35][C:30]2=[N:29][C:28]=1[C:36]1[CH:41]=[CH:40][C:39]([Cl:42])=[CH:38][CH:37]=1.[CH3:43][C:44]1[CH:48]=[C:47]([C:49]([O:51][CH2:52][CH3:53])=[O:50])[NH:46][N:45]=1>>[Cl:42][C:39]1[CH:40]=[CH:41][C:36]([C:28]2[N:29]=[C:30]3[CH:35]=[CH:34][CH:33]=[CH:32][N:31]3[C:27]=2[CH2:26][N:45]2[C:44]([CH3:43])=[CH:48][C:47]([C:49]([O:51][CH2:52][CH3:53])=[O:50])=[N:46]2)=[CH:37][CH:38]=1 |f:1.2|. Procedure: The title compound was prepared according to Method A and the experimentals described for compound 1 from 3-(chloromethyl)-2-(4-chlorophenyl)imidazo[1,2-a]pyridine hydrochloride and ethyl 3-methyl-1H-pyrazole-5-carboxylate. The regioisomers were separated by silica gel chromatography. Compound 28: M/e+ 395 for C21H20ClN4O2 (M+H)+; 1H-NMR (400 MHz, CDCl3) δ 8.24 (d, J=6.9 Hz, 1H), 7.82 (d, J=8.4 Hz, 2H), 7.61 (d, J=8.8 Hz, 1H), 7.36 (d, J=8.4 Hz, 2H), 7.17 (td, J=6.6, 1.1 Hz, 1H), 6.78 (td, J=6.6... Reactants: C(C)OC(=O)C=1C2=C(C=NC1)NC(=N2)C2=C(C=CC=C2)C(F)(F)F (2-(2-trifluoromethyl-phenyl)-3H-imidazo[4,5-c]pyridine-7-carboxylic acid ethyl ester), Cl (HCl). The solvent is C(C)O (ethanol), [OH-].[Na+] (NaOH). Product: FC(C1=C(C=CC=C1)C1=NC2=C(C=NC=C2C(=O)O)N1)(F)F (2-(2-trifluoromethyl-phenyl)-3H-imidazo[4,5-c]pyridine-7-carboxylic acid). Isolated yield 82.3%. RXN SMILES: C([O:3][C:4]([C:6]1[C:7]2[N:14]=[C:13]([C:15]3[CH:20]=[CH:19][CH:18]=[CH:17][C:16]=3[C:21]([F:24])([F:23])[F:22])[NH:12][C:8]=2[CH:9]=[N:10][CH:11]=1)=[O:5])C.Cl>[OH-].[Na+].C(O)C>[F:24][C:21]([F:22])([F:23])[C:16]1[CH:17]=[CH:18][CH:19]=[CH:20][C:15]=1[C:13]1[NH:12][C:8]2[CH:9]=[N:10][CH:11]=[C:6]([C:4]([OH:5])=[O:3])[C:7]=2[N:14]=1 |f:2.3|. Reported procedure: 2-(2-Trifluoromethyl-phenyl)-3H-imidazo[4,5-c]pyridine-7-carboxylic acid ethyl ester (80; 2.35 g, 7 mmol) was taken up in 10% aqueous NaOH (40 mL) and ethanol (20 mL). The reaction mixture was stirred under reflux for 30 min. Upon cooling to room temperature, the reaction mixture was acidified with 5N HCl. The resulting yellow solids were collected by filtration, washed with water, and dried to afford 2-(2-trifluoromethyl-phenyl)-3H-imidazo[4,5-c]pyridine-7-carboxylic acid 81 (1.77 g, 85%). The reactants are P(=O)(OCCOCCOCCCCCCCCCCCC)(OCCBr)[O-] (3,6-Dioxaoctadecyl 2-bromoethyl phosphate), N1=NC=CC=C1 (pyridazine). Solvent: C1(=CC=CC=C1)C (toluene). Reaction conditions: temperature 60 celsius. Yields the product P(=O)(OCCOCCOCCCCCCCCCCCC)(OCC[N+]1=NC=CC=C1)[O-] (3,6-Dioxaoctadecyl 2-pyridazinioethyl phosphate). Yield: 40.0%. RXN SMILES: [P:1]([O-:26])([O:22][CH2:23][CH2:24]Br)([O:3][CH2:4][CH2:5][O:6][CH2:7][CH2:8][O:9][CH2:10][CH2:11][CH2:12][CH2:13][CH2:14][CH2:15][CH2:16][CH2:17][CH2:18][CH2:19][CH2:20][CH3:21])=[O:2].[N:27]1[CH:32]=[CH:31][CH:30]=[CH:29][N:28]=1>C1(C)C=CC=CC=1>[P:1]([O-:26])([O:22][CH2:23][CH2:24][N+:27]1[CH:32]=[CH:31][CH:30]=[CH:29][N:28]=1)([O:3][CH2:4][CH2:5][O:6][CH2:7][CH2:8][O:9][CH2:10][CH2:11][CH2:12][CH2:13][CH2:14][CH2:15][CH2:16][CH2:17][CH2:18][CH2:19][CH2:20][CH3:21])=[O:2]. Reported procedure: 3,6-Dioxaoctadecyl 2-bromoethyl phosphate (3.0 g) and pyridazine (5 g) are dissolved in toluene (60 ml) and warmed at 60° C. The solvent is distilled off, silver carbonate and methanol are added, and the mixture is refluxed. The insolubles are filtered off, the filtrate is concentrated to dryness, and the residue is purified by silica gel chromatography (developing solvent: chloroform-methanol-water) to give 1.2 g of the title compound.